This data is from the Open Reaction Database (ORD), a public repository of structured organic reaction records. The task is: describe an organic reaction: reactants, conditions, products, and yield The reactants are COC(C(CN1CCN(CC1)C(=O)OC(C)(C)C)(C)C)=O (tert-butyl 4-(3-methoxy-2,2-dimethyl-3-oxopropyl)piperazine-1-carboxylate), O1CCOCC1 (dioxane), Cl (hydrogen chloride). Solvent: C(C)(C)O (isopropyl alcohol). Run at temperature 55 celsius. The product is Cl.Cl.CC(C(=O)OC)(CN1CCNCC1)C (methyl 2,2-dimethyl-3-(piperazin-1-yl)propanoate dihydrochloride). Isolated yield 58.8%. As a reaction SMILES: [CH3:1][O:2][C:3](=[O:21])[C:4]([CH3:20])([CH3:19])[CH2:5][N:6]1[CH2:11][CH2:10][N:9](C(OC(C)(C)C)=O)[CH2:8][CH2:7]1.O1CCOCC1.[ClH:28]>C(O)(C)C>[ClH:28].[ClH:28].[CH3:19][C:4]([CH3:20])([CH2:5][N:6]1[CH2:11][CH2:10][NH:9][CH2:8][CH2:7]1)[C:3]([O:2][CH3:1])=[O:21] |f:4.5.6|. Procedure details: To a solution of tert-butyl 4-(3-methoxy-2,2-dimethyl-3-oxopropyl)piperazine-1-carboxylate (58.0 g, 193.08 mmoles) in isopropyl alcohol (150 mL) add a 4M dioxane solution of hydrogen chloride ((4 equiv); 193.08 mL, 772.31 mmoles) over 15 minutes, observing gas evolution and a fine precipitate. Heat at 55° C. for 3 h to give a white precipitate. Cool to 10° C. and collect the white solid by filtration, wash with further isopropyl alcohol (30 mL), then EtOAc. Dry in a vacuum oven at 45° C. for 1 h... Starting materials: ClC1=C(C=CC(=C1)Cl)C1=C(C=C(C(N1)=O)C#N)C1=CC=C(C=C1)C (6-(2,4-Dichlorophenyl)-5-(4-methylphenyl)-2-oxo-1,2-dihydropyridine-3-carbonitrile), P(=O)(Cl)(Cl)Cl (phosphorous oxychloride). Product: ClC1=C(C#N)C=C(C(=N1)C1=C(C=C(C=C1)Cl)Cl)C1=CC=C(C=C1)C (2-Chloro-6-(2,4-dichlorophenyl)-5-(4-methylphenyl)nicotinonitrile). Reaction SMILES: [Cl:1][C:2]1[CH:7]=[C:6]([Cl:8])[CH:5]=[CH:4][C:3]=1[C:9]1[NH:14][C:13](=O)[C:12]([C:16]#[N:17])=[CH:11][C:10]=1[C:18]1[CH:23]=[CH:22][C:21]([CH3:24])=[CH:20][CH:19]=1.P(Cl)(Cl)([Cl:27])=O>>[Cl:27][C:13]1[N:14]=[C:9]([C:3]2[CH:4]=[CH:5][C:6]([Cl:8])=[CH:7][C:2]=2[Cl:1])[C:10]([C:18]2[CH:23]=[CH:22][C:21]([CH3:24])=[CH:20][CH:19]=2)=[CH:11][C:12]=1[C:16]#[N:17]. Procedure details: To an oven-dried round bottom flask fitted with a condenser was added the product of Step C (0.350 g; 0.986 mmol) and excess phosphorous oxychloride (1 mL). The reaction mixture was heated to reflux for 16 hours. The reaction mixture was allowed to cool to room temperature, and the volatiles were removed in vacuo. The residue was dissolved in ethyl acetate and washed with saturated NaHCO3 solution (2×), water, brine, dried (Na2SO4), filtered, and concentrated in vacuo. Purification was done by M... The reactants are CC1=CC=C2C(N3C(=NC2=C1)NC1=C3C=CC=C1)=O (3-methylbenzimidazo[2,1-b]-quinazolin-12(6H)one), ClC(=O)CCCCC(=O)OC (methyl 5-(chloroformyl)pentanoate). The product is C(=O)(OC)CCCCC(=O)N1C2=C(C=CC=C2)N2C1=NC1=CC(=CC=C1C2=O)C (6-(5-Carbomethoxypentanoyl)-3-methylbenzimidazo[2,1-b]-quinazolin-12(6H)one). RXN SMILES: [CH3:1][C:2]1[CH:11]=[C:10]2[C:5]([C:6](=[O:19])[N:7]3[C:14]4[CH:15]=[CH:16][CH:17]=[CH:18][C:13]=4[NH:12][C:8]3=[N:9]2)=[CH:4][CH:3]=1.Cl[C:21]([CH2:23][CH2:24][CH2:25][CH2:26][C:27]([O:29][CH3:30])=[O:28])=[O:22]>>[C:27]([CH2:26][CH2:25][CH2:24][CH2:23][C:21]([N:12]1[C:8]2=[N:9][C:10]3[C:5]([C:6](=[O:19])[N:7]2[C:14]2[CH:15]=[CH:16][CH:17]=[CH:18][C:13]1=2)=[CH:4][CH:3]=[C:2]([CH3:1])[CH:11]=3)=[O:22])([O:29][CH3:30])=[O:28]. Reported procedure: 6-(5-Carbomethoxypentanoyl)-3-methylbenzimidazo[2,1-b]-quinazolin-12(6H)one is prepared with 3-methylbenzimidazo[2,1-b]-quinazolin-12(6H)one and methyl 5-(chloroformyl)pentanoate. Reactants: CC(=O)N1C(C)CN(C(=O)OC(C)(C)C)CC1C, CCOCC, ClCCl, Cl. Product: Cl, CC(=O)N1C(C)CNCC1C. RXN SMILES: [C:1]([O:2][C:3](=[O:4])[N:8]1[CH2:9][CH:10]([CH3:18])[N:11]([C:15]([CH3:16])=[O:17])[CH:12]([CH3:14])[CH2:13]1)([CH3:5])([CH3:6])[CH3:7].[CH3:20][CH2:21][O:22][CH2:23][CH3:24].[Cl:25][CH2:26][Cl:27].[ClH:19]>>[ClH:19].[NH:8]1[CH2:9][CH:10]([CH3:18])[N:11]([C:15]([CH3:16])=[O:17])[CH:12]([CH3:14])[CH2:13]1. The reactants are CN(C(c1cncc(Br)c1Cl)C1CC1)S(C)(=O)=O, O=C([O-])[O-], CC1(C)OB(c2ccc(C#N)c(Cl)c2)OC1(C)C, [Na+], [Na+], CN(C)C=O, O. Yields the product CN(C(c1cncc(-c2ccc(C#N)c(Cl)c2)c1Cl)C1CC1)S(C)(=O)=O. As a reaction SMILES: [Br:1][c:2]1[c:3]([Cl:18])[c:4]([CH:8]([N:9]([S:10](=[O:11])(=[O:12])[CH3:13])[CH3:14])[CH:15]2[CH2:16][CH2:17]2)[cH:5][n:6][cH:7]1.[C:37](=[O:38])([O-:39])[O-:40].[Cl:19][c:20]1[c:21]([C:22]#[N:23])[cH:24][cH:25][c:26]([B:28]2[O:29][C:30]([CH3:31])([CH3:32])[C:33]([CH3:34])([CH3:35])[O:36]2)[cH:27]1.[Na+:41].[Na+:42].[O:44]=[CH:45][N:46]([CH3:47])[CH3:48].[OH2:43]>>[c:2]1(-[c:26]2[cH:25][cH:24][c:21]([C:22]#[N:23])[c:20]([Cl:19])[cH:27]2)[c:3]([Cl:18])[c:4]([CH:8]([N:9]([S:10](=[O:11])(=[O:12])[CH3:13])[CH3:14])[CH:15]2[CH2:16][CH2:17]2)[cH:5][n:6][cH:7]1. The reactants are CCCC1(C(CC=CI)O[Si](C)(C)C(C)(C)C)CCC1, COC(=O)CSCCCSC1=CC(O[Si](C)(C)C(C)(C)C)CC1=O. The product is CCCC1(C(CC=CC2C(O[Si](C)(C)C(C)(C)C)CC(=O)C2SCCCSCC(=O)OC)O[Si](C)(C)C(C)(C)C)CCC1. Reaction SMILES: [C:25]([CH3:26])([CH3:27])([CH3:28])[Si:29]([CH3:30])([CH3:31])[O:32][CH:33]([CH2:34][CH:35]=[CH:36][I:37])[C:38]1([CH2:42][CH2:43][CH3:44])[CH2:39][CH2:40][CH2:41]1.[CH3:1][O:2][C:3]([CH2:4][S:5][CH2:6][CH2:7][CH2:8][S:9][C:10]1=[CH:11][CH:12]([O:16][Si:17]([CH3:18])([CH3:19])[C:20]([CH3:21])([CH3:22])[CH3:23])[CH2:13][C:14]1=[O:15])=[O:24]>>[CH3:1][O:2][C:3]([CH2:4][S:5][CH2:6][CH2:7][CH2:8][S:9][CH:10]1[CH:11]([CH:36]=[CH:35][CH2:34][CH:33]([O:32][Si:29]([C:25]([CH3:26])([CH3:27])[CH3:28])([CH3:30])[CH3:31])[C:38]2([CH2:42][CH2:43][CH3:44])[CH2:39][CH2:40][CH2:41]2)[CH:12]([O:16][Si:17]([CH3:18])([CH3:19])[C:20]([CH3:21])([CH3:22])[CH3:23])[CH2:13][C:14]1=[O:15])=[O:24]. Reaction SMILES: [CH3:1][CH:2]([CH2:4][CH2:5][CH2:6][C@H:7]([C@@H:9]1[C@:27]2([CH3:28])[C@H:12]([C@H:13]3[C@H:24]([CH2:25][CH2:26]2)[C@:22]2([CH3:23])[C:16]([CH2:17][C@H:18]([CH2:20][CH2:21]2)[OH:19])=[CH:15][CH2:14]3)[CH2:11][CH2:10]1)[CH3:8])[CH3:3].N[C:30]([O:32][CH2:33][CH3:34])=O.CC(C)([O-])C.[Li+].C(C1OC1)Br>CC(N(C)C)=O>[CH2:34]([CH2:3][CH:2]([CH2:4][CH2:5][CH2:6][C@H:7]([C@@H:9]1[C@:27]2([CH3:28])[C@H:12]([C@H:13]3[C@H:24]([CH2:25][CH2:26]2)[C@:22]2([CH3:23])[C:16]([CH2:17][C@H:18]([CH2:20][CH2:21]2)[OH:19])=[CH:15][CH2:14]3)[CH2:11][CH2:10]1)[CH3:8])[CH3:1])[CH:33]1[O:32][CH2:30]1 |f:2.3|. Solvent: CC(=O)N(C)C (DMAc), KHCO3, hexanes. Product: C(C1CO1)CC(C)CCC[C@@H](C)[C@H]1CC[C@H]2[C@@H]3CC=C4C[C@@H](O)CC[C@]4(C)[C@H]3CC[C@]12C (Glycidyl cholesterol). Conditions: temperature 5 celsius, time 2 hour. Reported procedure: A schematic diagram of the reactions used for covalent binding of cholesterol to the urethane hard segments by the reaction of bromobutylated Tecothane® with 2-hydroxy-3-β-cholesteryloxypropanethiol is presented in FIGS. 1 and 2. Glycidyl cholesterol (FIG. 1) was synthesized by dissolving cholesterol in DMAc under a flow of dry argon and adding 1 M lithium tert-butoxide in hexanes. After cooling to 5° C., freshly distilled epibromohydrin was added and the mixture was stirred at 3-5° C. for 2 hou... Starting materials: CC(C)CCC[C@@H](C)[C@H]1CC[C@H]2[C@@H]3CC=C4C[C@@H](O)CC[C@]4(C)[C@H]3CC[C@]12C (cholesterol), NC(=O)OCC (urethane), 2-hydroxy-3-β-cholesteryloxypropanethiol, CC(C)CCC[C@@H](C)[C@H]1CC[C@H]2[C@@H]3CC=C4C[C@@H](O)CC[C@]4(C)[C@H]3CC[C@]12C (cholesterol), CC(C)([O-])C.[Li+] (lithium tert-butoxide), C(Br)C1CO1 (epibromohydrin).